Dataset: the Open Reaction Database (ORD), a public repository of structured organic reaction records. Task: describe an organic reaction: reactants, conditions, products, and yield Reactants: ClC1=CC=C(C=C1)C1(C2=CC=CC=C2C=2C=CC(=CC12)OCC1CC(C(C(C1)OCCCCCCCCCCCCCCCCCC)OCCCCCCCCCCCCCCCCCC)OCCCCCCCCCCCCCCCCCC)O (9-(4-Chlorophenyl)-2-(3,4,5-tris(octadecyloxy)-cyclohexylmethoxy)-9-fluorenol), C(C)(=O)Br (acetyl bromide). The solvent is C(Cl)(Cl)Cl (chloroform). Reaction conditions: time 1 hour. The product is ClC1=CC=C(C=C1)C1(C2=CC=CC=C2C=2C=CC(=CC12)OCC1CC(C(C(C1)OCCCCCCCCCCCCCCCCCC)OCCCCCCCCCCCCCCCCCC)OCCCCCCCCCCCCCCCCCC)Br (9-(4-chlorophenyl)-2-(3,4,5-tris(octadecyloxy)-cyclohexylmethoxy)-9-bromofluorene). Isolated yield 386.2%. As a reaction SMILES: [Cl:1][C:2]1[CH:7]=[CH:6][C:5]([C:8]2(O)[C:20]3[CH:19]=[C:18]([O:21][CH2:22][CH:23]4[CH2:28][CH:27]([O:29][CH2:30][CH2:31][CH2:32][CH2:33][CH2:34][CH2:35][CH2:36][CH2:37][CH2:38][CH2:39][CH2:40][CH2:41][CH2:42][CH2:43][CH2:44][CH2:45][CH2:46][CH3:47])[CH:26]([O:48][CH2:49][CH2:50][CH2:51][CH2:52][CH2:53][CH2:54][CH2:55][CH2:56][CH2:57][CH2:58][CH2:59][CH2:60][CH2:61][CH2:62][CH2:63][CH2:64][CH2:65][CH3:66])[CH:25]([O:67][CH2:68][CH2:69][CH2:70][CH2:71][CH2:72][CH2:73][CH2:74][CH2:75][CH2:76][CH2:77][CH2:78][CH2:79][CH2:80][CH2:81][CH2:82][CH2:83][CH2:84][CH3:85])[CH2:24]4)[CH:17]=[CH:16][C:15]=3[C:14]3[C:9]2=[CH:10][CH:11]=[CH:12][CH:13]=3)=[CH:4][CH:3]=1.C([Br:90])(=O)C>C(Cl)(Cl)Cl>[Cl:1][C:2]1[CH:7]=[CH:6][C:5]([C:8]2([Br:90])[C:20]3[CH:19]=[C:18]([O:21][CH2:22][CH:23]4[CH2:28][CH:27]([O:29][CH2:30][CH2:31][CH2:32][CH2:33][CH2:34][CH2:35][CH2:36][CH2:37][CH2:38][CH2:39][CH2:40][CH2:41][CH2:42][CH2:43][CH2:44][CH2:45][CH2:46][CH3:47])[CH:26]([O:48][CH2:49][CH2:50][CH2:51][CH2:52][CH2:53][CH2:54][CH2:55][CH2:56][CH2:57][CH2:58][CH2:59][CH2:60][CH2:61][CH2:62][CH2:63][CH2:64][CH2:65][CH3:66])[CH:25]([O:67][CH2:68][CH2:69][CH2:70][CH2:71][CH2:72][CH2:73][CH2:74][CH2:75][CH2:76][CH2:77][CH2:78][CH2:79][CH2:80][CH2:81][CH2:82][CH2:83][CH2:84][CH3:85])[CH2:24]4)[CH:17]=[CH:16][C:15]=3[C:14]3[C:9]2=[CH:10][CH:11]=[CH:12][CH:13]=3)=[CH:4][CH:3]=1. Procedure: 9-(4-Chlorophenyl)-2-(3,4,5-tris(octadecyloxy)-cyclohexylmethoxy)-9-fluorenol (62.0 mg, 51.2 μmol) was dissolved in chloroform (2 mL), acetyl bromide (13 μmol, 172 μmol) was added, and the mixture was stirred at room temperature for 1 hours. After evaporation of the solvent, acetonitrile was added to the residue to allow crystallization to give 9-(4-chlorophenyl)-2-(3,4,5-tris(octadecyloxy)-cyclohexylmethoxy)-9-bromofluorene (63.9 mg, 50.2 μmol, 98%). Reactants: C(C)(C)NC(C)C (diisopropylamine), C(=O)=O.CC(=O)C (dry ice acetone), CC(C)(C)[Si](OC1C(C2C(OC(C2)=O)C1)CCC(CCCCC)O[Si](C)(C)C(C)(C)C)(C)C (hexahydro-5-[[(1,1-dimethylethyl)dimethylsilyl]-oxy]-4-[3-[[(1,1-dimethylethyl)dimethylsilyl]oxy]octyl)-2H-cyclopenta[b]furan-2-one), C(CCC)[Li] (n-butyllithium), C[Si](Cl)(C)C (trimethylchlorosilane). The solvent is O1CCCC1 (THF), O1CCCC1 (THF). Reaction conditions: temperature 0 celsius, time 5 minute. The product is 6a, C[Si](OC1=CC2C(O1)=CC=C2)(C)C (2-[(trimethylsilyl)oxy]-3aH-cyclopenta[b]furan). Reaction SMILES: C(NC(C)C)(C)C.C([Li])CCC.C(=O)=O.CC(C)=O.CC([Si](C)(C)O[CH:26]1[CH2:34][CH:29]2[O:30][C:31](=[O:33])[CH2:32][CH:28]2[CH:27]1CCC(O[Si](C(C)(C)C)(C)C)CCCCC)(C)C.[CH3:53][Si:54]([CH3:57])([CH3:56])Cl>O1CCCC1>[CH3:53][Si:54]([CH3:57])([CH3:56])[O:33][C:31]1[O:30][C:29]2=[CH:34][CH:26]=[CH:27][CH:28]2[CH:32]=1 |f:2.3|. Procedure details: To a solution of 4.5 ml of diisopropylamine in 50 ml of dry THF (tetrahydrofuran) cooled to 0° C. was added dropwise over a period of twenty minutes 19.6 ml of n-butyllithium (1.5M in hexane). After stirring an additional five minutes at 0° C. the solution was cooled to -40° C. (dry ice/acetone) after which time a solution of 13.1 g (0.0263 mol) of [3aR-[3a alpha,4alpha(3S*), 5beta,6a alpha]]-hexahydro-5-[[(1,1-dimethylethyl)dimethylsilyl]-oxy]-4-[3-[[(1,1-dimethylethyl)dimethylsilyl]oxy]octyl)-... Starting materials: BrC1=CC=C(S1)C1=CC(=NN1CC(=O)OCC)C(F)(F)F (ethyl 2-(5-(5-bromothiophen-2-yl)-3-(trifluoromethyl)-1H-pyrazol-1-yl)acetate), CS(=O)(=O)C=1C=C(C=CC1)B(O)O (3-(methylsulfonyl)phenylboronic acid), C([O-])([O-])=O.[Na+].[Na+] (Sodium carbonate). The reagents and catalysts are C=1C=CC(=CC1)[P](C=2C=CC=CC2)(C=3C=CC=CC3)[Pd]([P](C=4C=CC=CC4)(C=5C=CC=CC5)C=6C=CC=CC6)([P](C=7C=CC=CC7)(C=8C=CC=CC8)C=9C=CC=CC9)[P](C=1C=CC=CC1)(C=1C=CC=CC1)C=1C=CC=CC1 (Tetrakis(triphenylphosphine)palladium(0)). Run in CN(C)C=O (DMF). Reaction conditions: temperature 90 celsius. Product: CS(=O)(=O)C=1C=C(C=CC1)C1=CC=C(S1)C1=CC(=NN1CC(=O)OCC)C(F)(F)F (ethyl 2-(5-(5-(3-(methylsulfonyl)phenyl)thiophen-2-yl)-3-(trifluoromethyl)-1H-pyrazol-1-yl)acetate). Isolated yield 67.1%. As a reaction SMILES: Br[C:2]1[S:6][C:5]([C:7]2[N:11]([CH2:12][C:13]([O:15][CH2:16][CH3:17])=[O:14])[N:10]=[C:9]([C:18]([F:21])([F:20])[F:19])[CH:8]=2)=[CH:4][CH:3]=1.[CH3:22][S:23]([C:26]1[CH:27]=[C:28](B(O)O)[CH:29]=[CH:30][CH:31]=1)(=[O:25])=[O:24].C(=O)([O-])[O-].[Na+].[Na+]>CN(C=O)C.C1C=CC([P]([Pd]([P](C2C=CC=CC=2)(C2C=CC=CC=2)C2C=CC=CC=2)([P](C2C=CC=CC=2)(C2C=CC=CC=2)C2C=CC=CC=2)[P](C2C=CC=CC=2)(C2C=CC=CC=2)C2C=CC=CC=2)(C2C=CC=CC=2)C2C=CC=CC=2)=CC=1>[CH3:22][S:23]([C:26]1[CH:31]=[C:30]([C:2]2[S:6][C:5]([C:7]3[N:11]([CH2:12][C:13]([O:15][CH2:16][CH3:17])=[O:14])[N:10]=[C:9]([C:18]([F:21])([F:20])[F:19])[CH:8]=3)=[CH:4][CH:3]=2)[CH:29]=[CH:28][CH:27]=1)(=[O:25])=[O:24] |f:2.3.4,^1:49,51,70,89|. Procedure details: A stirred solution of compound 15 (1.5 g, 3.9 mmol) and 3-(methylsulfonyl)phenylboronic acid (1.2 g, 5.8 mmol) in DMF (10 mL) was degassed with argon. Tetrakis(triphenylphosphine)palladium(0) (450 mg, 0.3 mmol) was added and the reaction degassed for 30 min. Sodium carbonate (1.03 g, 9.0 mmol) was added to the reaction mixture, the reaction was degassed with argon for 30 min and heated to 90° C. for 3 h. Solvent was removed and the reaction mixture diluted with water (30 mL) and extracted with e... The reactants are ClCCl, O=[Cr](=O)([O-])O[Cr](=O)(=O)[O-], OCc1c(F)cccc1Sc1ccc(F)cc1, c1cc[nH+]cc1, c1cc[nH+]cc1. Product: O=Cc1c(F)cccc1Sc1ccc(F)cc1. Reaction SMILES: [CH2:39]([Cl:40])[Cl:41].[Cr:1]([O:2][Cr:3]([O-:4])(=[O:5])=[O:6])([O-:7])(=[O:8])=[O:9].[F:22][c:23]1[cH:24][cH:25][c:26]([S:29][c:30]2[c:31]([CH2:32][OH:33])[c:34]([F:38])[cH:35][cH:36][cH:37]2)[cH:27][cH:28]1.[nH+:10]1[cH:11][cH:12][cH:13][cH:14][cH:15]1.[nH+:16]1[cH:17][cH:18][cH:19][cH:20][cH:21]1>>[F:22][c:23]1[cH:24][cH:25][c:26]([S:29][c:30]2[c:31]([CH:32]=[O:33])[c:34]([F:38])[cH:35][cH:36][cH:37]2)[cH:27][cH:28]1. The yield is 80.0%. Reactants: CN(CC(=O)O[C@@H](CN1N(C(C(=C1C)C(NC1=CC(=C(C=C1)OC1=CC=NC2=CC(=CC=C12)OC)F)=O)=O)C1=CC=CC=C1)C)C ((R)-1-(4-(4-(7-methoxyquinolin-4-yloxy)-3-fluorophenylcarbamoyl)-2,3-dihydro-5-methyl-3-oxo-2-phenylpyrazol-1-yl)propan-2-yl 2-(dimethylamino)acetate), Cl (HCl). Reaction conditions: time 40 minute. As a reaction SMILES: [CH3:1][N:2]([CH3:46])[CH2:3][C:4]([O:6][C@H:7]([CH3:45])[CH2:8][N:9]1[C:13]([CH3:14])=[C:12]([C:15](=[O:37])[NH:16][C:17]2[CH:22]=[CH:21][C:20]([O:23][C:24]3[C:33]4[C:28](=[CH:29][C:30]([O:34][CH3:35])=[CH:31][CH:32]=4)[N:27]=[CH:26][CH:25]=3)=[C:19]([F:36])[CH:18]=2)[C:11](=[O:38])[N:10]1[C:39]1[CH:44]=[CH:43][CH:42]=[CH:41][CH:40]=1)=[O:5].[ClH:47]>CO.CCOC(C)=O>[ClH:47].[CH3:46][N:2]([CH3:1])[CH2:3][C:4]([O:6][C@H:7]([CH3:45])[CH2:8][N:9]1[C:13]([CH3:14])=[C:12]([C:15](=[O:37])[NH:16][C:17]2[CH:22]=[CH:21][C:20]([O:23][C:24]3[C:33]4[C:28](=[CH:29][C:30]([O:34][CH3:35])=[CH:31][CH:32]=4)[N:27]=[CH:26][CH:25]=3)=[C:19]([F:36])[CH:18]=2)[C:11](=[O:38])[N:10]1[C:39]1[CH:40]=[CH:41][CH:42]=[CH:43][CH:44]=1)=[O:5] |f:4.5|. Reported procedure: To a solution of (R)-1-(4-(4-(7-methoxyquinolin-4-yloxy)-3-fluorophenylcarbamoyl)-2,3-dihydro-5-methyl-3-oxo-2-phenylpyrazol-1-yl)propan-2-yl 2-(dimethylamino)acetate (100 mg, 0.16 mmol) in a mixture of MeOH (10 mL)/EtOAc (15 mL) was added a saturated solution of HCl in EtOAc (5 mL). After stirring for 40 minutes, the resulted mixture was concentrated in vacuo. The residue was recrystallized in a mixture of MeOH (2 mL)/EtOAc (8 mL). The solid was collected by filtration, washed with EtOAc (5 mL×... The solvent is CO (MeOH), CCOC(=O)C (EtOAc), CCOC(=O)C (EtOAc). Yields the product Cl.CN(CC(=O)O[C@@H](CN1N(C(C(=C1C)C(NC1=CC(=C(C=C1)OC1=CC=NC2=CC(=CC=C12)OC)F)=O)=O)C1=CC=CC=C1)C)C ((R)-1-(4-(3-fluoro-4-(7-methoxyquinolin-4-yloxy)phenylcarbamoyl)-5-methyl-3-oxo-2-phenyl-2,3-dihydropyrazol-1-yl)propan-2-yl 2-(dimethylamino)acetate hydrochloride), solid. The reactants are O=C(Cl)c1ccccc1, O=C1CC2Cc3ccccc3C(c3ccccc3)N2CCN1. Product: c1ccc(C2c3ccccc3CC3CCNCCN32)cc1. Reaction SMILES: [C:23]([Cl:24])(=[O:25])[c:26]1[cH:27][cH:28][cH:29][cH:30][cH:31]1.[c:1]1([CH:7]2[N:8]3[CH:9]([CH2:10][c:11]4[cH:12][cH:13][cH:14][cH:15][c:16]42)[CH2:17][C:18](=[O:22])[NH:19][CH2:20][CH2:21]3)[cH:2][cH:3][cH:4][cH:5][cH:6]1>>[c:1]1([CH:7]2[N:8]3[CH:9]([CH2:10][c:11]4[cH:12][cH:13][cH:14][cH:15][c:16]42)[CH2:17][CH2:18][NH:19][CH2:20][CH2:21]3)[cH:2][cH:3][cH:4][cH:5][cH:6]1. Starting materials: CC(=O)C=1C=CC(=CC1)O (4-hydroxyacetophenone), FC1=CC=C(C=C1)C(F)(F)F (4-fluorobenzotrifluoride), FC1=CC=C(OC2=CC=C(C=C2)C(C)=O)C=C1 (1-[4-(4-fluorophenoxy)phenyl]ethanone). Yields the product FC(C1=CC=C(OC2=CC=C(C=C2)C(C)=O)C=C1)(F)F (1-[4-(4-trifluoromethylphenoxy)phenyl]ethanone). RXN SMILES: [CH3:1][C:2]([C:4]1[CH:5]=[CH:6][C:7]([OH:10])=[CH:8][CH:9]=1)=[O:3].F[C:12]1[CH:17]=[CH:16][C:15]([C:18]([F:21])([F:20])[F:19])=[CH:14][CH:13]=1.FC1C=CC(OC2C=CC(C(=O)C)=CC=2)=CC=1>>[F:19][C:18]([F:21])([F:20])[C:15]1[CH:16]=[CH:17][C:12]([O:10][C:7]2[CH:8]=[CH:9][C:4]([C:2](=[O:3])[CH3:1])=[CH:5][CH:6]=2)=[CH:13][CH:14]=1. Procedure details: 1H NMR (DMSO-d6): δ 15.0 (bs, 2H), 9.25 (s, 1H), 8.18 (s, 1H), 7.98 (d, J=8.4 Hz, 2H), 7.77 (d, J=9.0 Hz, 2H), 7.29 (d, J=8.7 Hz, 2H), 7.21 (d, J=8.7 Hz, 2H); mp 230-232° C. The intermediate 1-[4-(4-trifluoromethylphenoxy)phenyl]ethanone was prepared from 4-hydroxyacetophenone and 4-fluorobenzotrifluoride using the method described for the synthesis of 1-[4-(4-fluorophenoxy)phenyl]ethanone. Run at time 10 minute. Procedure: To a solution of 6-(4-methanesulfonyl-piperazin-1-ylmethyl)-2-methylsulfanyl-4-morpholin-4-yl-thieno[2,3-d]pyrimidine (104 mg) in 1,2-dimethoxyethane (10 mL) was added 2-methyl-5-tributylstannanyl-pyrimidine (180 mg) (prepared as above) and copper(I)bromide-dimethyl sulfide (96 mg) and the reaction mixture was stirred at room temperature for 10 minutes. Tetrakis(triphenylphosphine)palladium (0) (14 mg) was then added and the reaction mixture was heated at reflux for 16 h. After cooling to room t... The solvent is COCCOC (1,2-dimethoxyethane). The reagents and catalysts are C=1C=CC(=CC1)[P](C=2C=CC=CC2)(C=3C=CC=CC3)[Pd]([P](C=4C=CC=CC4)(C=5C=CC=CC5)C=6C=CC=CC6)([P](C=7C=CC=CC7)(C=8C=CC=CC8)C=9C=CC=CC9)[P](C=1C=CC=CC1)(C=1C=CC=CC1)C=1C=CC=CC1 (tetrakis(triphenylphosphine)palladium), CSC.[Cu]Br (copper(I)bromide-dimethyl sulfide). Reaction SMILES: [CH3:1][S:2]([N:5]1[CH2:10][CH2:9][N:8]([CH2:11][C:12]2[S:28][C:15]3[N:16]=[C:17](SC)[N:18]=[C:19]([N:20]4CCOCC4)[C:14]=3[CH:13]=2)[CH2:7][CH2:6]1)(=[O:4])=[O:3].[CH3:29][C:30]1[N:35]=[CH:34][C:33]([Sn](CCCC)(CCCC)CCCC)=[CH:32][N:31]=1.[C:49]([O:52][CH2:53][CH3:54])(=O)[CH3:50]>COCCOC.CSC.[Cu]Br.C1C=CC([P]([Pd]([P](C2C=CC=CC=2)(C2C=CC=CC=2)C2C=CC=CC=2)([P](C2C=CC=CC=2)(C2C=CC=CC=2)C2C=CC=CC=2)[P](C2C=CC=CC=2)(C2C=CC=CC=2)C2C=CC=CC=2)(C2C=CC=CC=2)C2C=CC=CC=2)=CC=1>[CH3:29][C:30]1[N:31]=[CH:32][C:33]([CH:53]2[CH2:54][N:18]([C:17]3[N:20]=[CH:19][C:14]4[CH:13]=[C:12]([CH2:11][N:8]5[CH2:7][CH2:6][N:5]([S:2]([CH3:1])(=[O:4])=[O:3])[CH2:10][CH2:9]5)[S:28][C:15]=4[N:16]=3)[CH2:50][CH2:49][O:52]2)=[CH:34][N:35]=1 |f:4.5,^1:69,71,90,109|. Product: CC1=NC=C(C=N1)C1OCCN(C1)C=1N=CC2=C(N1)SC(=C2)CN2CCN(CC2)S(=O)(=O)C (2-(2-methylpyrimidin-5-yl)-morpholino-6-(4-N-methylsulfonyl(piperazin-1-yl)methyl)thieno[2,3-d]pyrimidine). Starting materials: C(C)(=O)OCC (ethyl acetate), CS(=O)(=O)N1CCN(CC1)CC1=CC2=C(N=C(N=C2N2CCOCC2)SC)S1 (6-(4-methanesulfonyl-piperazin-1-ylmethyl)-2-methylsulfanyl-4-morpholin-4-yl-thieno[2,3-d]pyrimidine), CC1=NC=C(C=N1)[Sn](CCCC)(CCCC)CCCC (2-methyl-5-tributylstannanyl-pyrimidine). The reactants are C(C)(=O)SC(C(=O)OC(C1=CC=CC=C1)C1=CC=CC=C1)CC1=CC=C(C=C1)F (Diphenylmethyl 2-acetylthio-3-(4-fluorophenyl)propionate), aqueous solution, Cl (hydrochloric acid), FC(C(=O)O)(F)F (trifluoroacetic acid). Run in C1(=CC=CC=C1)OC (anisole). Run at temperature -10 celsius, time 1 hour. The product is C(C)(=O)SC(C(=O)O)CC1=CC=C(C=C1)F (2-acetylthio-3-(4-fluorophenyl)propionic acid). The yield is 97.8%. RXN SMILES: [C:1]([S:4][CH:5]([CH2:22][C:23]1[CH:28]=[CH:27][C:26]([F:29])=[CH:25][CH:24]=1)[C:6]([O:8]C(C1C=CC=CC=1)C1C=CC=CC=1)=[O:7])(=[O:3])[CH3:2].FC(F)(F)C(O)=O.Cl>C1(OC)C=CC=CC=1>[C:1]([S:4][CH:5]([CH2:22][C:23]1[CH:24]=[CH:25][C:26]([F:29])=[CH:27][CH:28]=1)[C:6]([OH:8])=[O:7])(=[O:3])[CH3:2]. Procedure details: Diphenylmethyl 2-acetylthio-3-(4-fluorophenyl)propionate (3.38 g, 8.27 mmol) was dissolved in anisole (9.0 ml), followed by cooling to -10° C. Into this solution was further dropped trifluoroacetic acid (51.0 ml). Next, this solution was heated to 0° C. About 1 hour thereafter, it was concentrated under reduced pressure. To the concentrate was added diethyl ether (80 ml) and the resulting solution was extracted with a saturated aqueous solution of sodium hydrogencarbonate (100 ml×2). To the alka...